This data is from the Open Reaction Database (ORD), a public repository of structured organic reaction records. The task is: describe an organic reaction: reactants, conditions, products, and yield Reactants: FC(OC1=CC2=C(SC(=C2)C(=O)O)C=C1)(F)F (5-trifluoromethoxy-benzo[b]thiophene-2-carboxylic acid), N12CCCCCC2=NCCC1 (1,8-diazabicyclo[5.4.0]undec-7-ene). Run in CC(=O)N(C)C (DMA), Cl (HCl). Conditions: temperature 200 celsius. The product is FC(OC1=CC2=C(SC=C2)C=C1)(F)F (5-Trifluoromethoxy-benzo[b]thiophene). The yield is 31.1%. Reaction SMILES: [F:1][C:2]([F:17])([F:16])[O:3][C:4]1[CH:15]=[CH:14][C:7]2[S:8][C:9](C(O)=O)=[CH:10][C:6]=2[CH:5]=1.N12CCCN=C1CCCCC2>CC(N(C)C)=O.Cl>[F:17][C:2]([F:1])([F:16])[O:3][C:4]1[CH:15]=[CH:14][C:7]2[S:8][CH:9]=[CH:10][C:6]=2[CH:5]=1. Reported procedure: A mixture of 5-trifluoromethoxy-benzo[b]thiophene-2-carboxylic acid (2.00 g, 7.63 mmol) and 1,8-diazabicyclo[5.4.0]undec-7-ene (DBU) (5.0 mL, 32 mmol) in DMA (12 mL) was heated via microwave irradiation at 200° C. for 1 h. The reaction was cooled to rt, diluted with HCl (1 N aq., 15 mL) and extracted with EtOAc (15 mL). The organic layer was washed with water (10 mL), dried (Na2SO4) and concentrated. The residue was taken up in Et2O (25 mL) and washed with water (25 mL). The aqueous layer was ex... Starting materials: C(C)(=O)O (Acetic acid), COP(OC)(=O)C (dimethylmethylphosphonate), O1CCCC1 (tetrahydrofuran), CCCCCC (hexane), O1CCCC1 (tetrahydrofuran), C(CCC)[Li] (n-butyllithium), dimethyl 3,3-dimethyl-2-oxo-4-phenylbutylphosphorate. Product: CC(C(CP(OC)(OC)=O)=O)(CC1=CC=CC=C1)C (Dimethyl 3,3-dimethyl-2-oxo-4-phenylbutylphosphonate). As a reaction SMILES: [CH3:1][O:2][P:3]([CH3:7])(=[O:6])[O:4][CH3:5].O1CCC[CH2:9]1.[CH2:13]([Li])[CH2:14][CH2:15][CH3:16].[C:18]([OH:21])(=O)C.[CH3:22][CH2:23][CH2:24][CH2:25][CH2:26]C>>[CH3:16][C:15]([CH3:9])([CH2:14][C:13]1[CH:26]=[CH:25][CH:24]=[CH:23][CH:22]=1)[C:18](=[O:21])[CH2:7][P:3](=[O:6])([O:4][CH3:5])[O:2][CH3:1]. Procedure details: To a solution of 63 g. of dimethylmethylphosphonate in 600 ml. of tetrahydrofuran under nitrogen at -75° C. is added with stirring 312 ml. of 1.6 molar n-butyllithium in hexane. The addition rate is adjusted so that the reaction temperature remains below 55° C. Ten minutes after the addition is complete, 48.2 g. of the reaction product of part B of this example and 50 ml. of tetrahydrofuran are added dropwise at such rate as to maintain the reaction temperature below -60° C. The resulting mixtur...